Dataset: the Open Reaction Database (ORD), a public repository of structured organic reaction records. Task: describe an organic reaction: reactants, conditions, products, and yield Starting materials: 564, C1(=CC=CC=C1)O (phenol), C(CCC)S (butanethiol), CC1CC(=O)CC(C1)(C)C (dihydroisophorone), Cl (HCl), [OH-].[Na+] (NaOH), ketone. RXN SMILES: [C:1]1([OH:7])[CH:6]=[CH:5][CH:4]=[CH:3][CH:2]=1.C(S)CCC.C[CH:14]1[CH2:20][C:19](C)(C)[CH2:18][C:16](=[O:17])[CH2:15]1.Cl.[OH-].[Na+]>O>[CH:20]1[CH:19]=[C:18]([C:3]2[CH:4]=[CH:5][CH:6]=[C:1]([OH:7])[CH:2]=2)[C:16]([OH:17])=[CH:15][CH:14]=1 |f:4.5|. Reaction conditions: temperature 30 celsius, time 70 hour. Procedure details: 564 (6 mol) of phenol, 10.8 g (0.12 mol) of butanethiol and 140 g (1 mol) of dihydroisophorone (3,3,5-trimethylcyclohexan-1-one) are introduced into a stirring apparatus equipped with a stirrer, thermometer, reflux condenser and gas inlet pipe at 30° C. At this temperature 44 g of 37% HCl are added. The reaction mixture is stirred for about 70 h at 28°-30° C. When 95% of the ketone has been converted (examined by GC) 2 l of water are added to the reaction mixture and a pH value of 6 is adjusted ... Solvent: O (water). Product: C1=CC=C(C(=C1)C2=CC(=CC=C2)O)O (diphenol). Starting materials: ON1N=NC2=C1C=CC=C2 (1-hydroxybenzotriazole), Cl.CN(CCCN=C=NCC)C (1-(3-dimethylaminopropyl)-3-ethylcarbodiimide hydrochloride), NC1=C(C(=O)NC2=NC=C(C=C2)Cl)C=CC=C1O (2-amino-N-(5-chloro-2-pyridinyl)-3-hydroxybenzamide), C(C)(C)(C)OC(=O)N1CCN(CC1)CCN1C(C(=CC=C1)C1=CC=C(C(=O)O)C=C1)=O (4-(1-{2-[4-(tert-butoxycarbonyl)piperazin-1-yl]ethyl}-2-oxo-1,2-dihydropyridin-3-yl)benzoic acid). Run in C(C)N(CC)CC (triethylamine), CN(C=O)C (N,N-dimethylformamide), O (Water). Run at time 7 hour. Yields the product ClC=1C=CC(=NC1)NC(C1=C(C(=CC=C1)O)NC(C1=CC=C(C=C1)C=1C(N(C=CC1)CCN1CCNCC1)=O)=O)=O (N-(5-chloropyridin-2-yl)-3-hydroxy-2-({4-[2-oxo-1-(2-piperazin-1-ylethyl)-1,2-dihydropyridin-3-yl]benzoyl}amino)benzamide). Yield: 96.8%. As a reaction SMILES: C(OC([N:8]1[CH2:13][CH2:12][N:11]([CH2:14][CH2:15][N:16]2[CH:21]=[CH:20][CH:19]=[C:18]([C:22]3[CH:30]=[CH:29][C:25]([C:26]([OH:28])=O)=[CH:24][CH:23]=3)[C:17]2=[O:31])[CH2:10][CH2:9]1)=O)(C)(C)C.ON1C2C=CC=CC=2N=N1.Cl.CN(C)CCCN=C=NCC.[NH2:54][C:55]1[C:70]([OH:71])=[CH:69][CH:68]=[CH:67][C:56]=1[C:57]([NH:59][C:60]1[CH:65]=[CH:64][C:63]([Cl:66])=[CH:62][N:61]=1)=[O:58]>CN(C)C=O.O.C(N(CC)CC)C>[Cl:66][C:63]1[CH:64]=[CH:65][C:60]([NH:59][C:57](=[O:58])[C:56]2[CH:67]=[CH:68][CH:69]=[C:70]([OH:71])[C:55]=2[NH:54][C:26](=[O:28])[C:25]2[CH:24]=[CH:23][C:22]([C:18]3[C:17](=[O:31])[N:16]([CH2:15][CH2:14][N:11]4[CH2:12][CH2:13][NH:8][CH2:9][CH2:10]4)[CH:21]=[CH:20][CH:19]=3)=[CH:30][CH:29]=2)=[N:61][CH:62]=1 |f:2.3|. Procedure: 4-(1-{2-[4-(tert-butoxycarbonyl)piperazin-1-yl]ethyl}-2-oxo-1,2-dihydropyridin-3-yl)benzoic acid (731 mg) was dissolved in N,N-dimethylformamide (15 mL), 1-hydroxybenzotriazole (253 mg), 1-(3-dimethylaminopropyl)-3-ethylcarbodiimide hydrochloride (359 mg) and triethylamine (261 μL) were added, and 2-amino-N-(5-chloro-2-pyridinyl)-3-hydroxybenzamide (412 mg) was added, followed by stirring at room temperature for 7 hours. Water was added to the reaction mixture, and the precipitate formed was col... RXN SMILES: [OH:1][CH2:2][CH:3]([NH:6][C:7](=[O:33])[C:8]1[CH:13]=[CH:12][C:11]([CH:14]([C:26]2[CH:31]=[CH:30][CH:29]=[CH:28][C:27]=2[CH3:32])[CH2:15][C:16]([C:18]2[CH:23]=[CH:22][C:21](=[O:24])[N:20]([CH3:25])[CH:19]=2)=O)=[CH:10][CH:9]=1)[CH2:4][OH:5].Cl.[NH2:35][OH:36].C(=O)([O-])O.[Na+]>>[OH:5][CH2:4][CH:3]([NH:6][C:7](=[O:33])[C:8]1[CH:13]=[CH:12][C:11]([CH:14]([C:26]2[CH:31]=[CH:30][CH:29]=[CH:28][C:27]=2[CH3:32])[CH2:15]/[C:16](=[N:35]\[OH:36])/[C:18]2[CH:23]=[CH:22][C:21](=[O:24])[N:20]([CH3:25])[CH:19]=2)=[CH:10][CH:9]=1)[CH2:2][OH:1] |f:1.2,3.4|. Yields the product OCC(CO)NC(C1=CC=C(C=C1)C(C\C(\C1=CN(C(C=C1)=O)C)=N/O)C1=C(C=CC=C1)C)=O ((E)-N-(1,3-Dihydroxypropan-2-yl)-4-(3-(hydroxyimino)-3-(1-methyl-6-oxo-1,6-dihydropyridin-3-yl)-1-o-tolylpropyl)benzamide). Procedure details: In analogy to example 151, step 3, N-(1,3-dihydroxypropan-2-yl)-4-(3-(1-methyl-6-oxo-1,6-dihydropyridin-3-yl)-3-oxo-1-o-tolylpropyl)benzamide was reacted with hydroxylamine hydrochloride in the presence of sodium hydrogencarbonate to give the title compound as an off-white solid containing <10% of the corresponding Z isomer, MS (ESI+): m/z=464.2 [M+H]+. Reactants: OCC(CO)NC(C1=CC=C(C=C1)C(CC(=O)C1=CN(C(C=C1)=O)C)C1=C(C=CC=C1)C)=O (N-(1,3-dihydroxypropan-2-yl)-4-(3-(1-methyl-6-oxo-1,6-dihydropyridin-3-yl)-3-oxo-1-o-tolylpropyl)benzamide), Cl.NO (hydroxylamine hydrochloride), C(O)([O-])=O.[Na+] (sodium hydrogencarbonate). Reactants: O=C1CCC(=O)N1Cl, FC(F)(F)c1cc(-c2ccccn2)[nH]n1. The product is FC(F)(F)c1n[nH]c(-c2ccccn2)c1Cl. Reaction SMILES: [Cl:16][N:17]1[C:18](=[O:19])[CH2:20][CH2:21][C:22]1=[O:23].[F:1][C:2]([c:3]1[cH:4][c:5](-[c:8]2[n:9][cH:10][cH:11][cH:12][cH:13]2)[nH:6][n:7]1)([F:14])[F:15]>>[F:1][C:2]([c:3]1[c:4]([Cl:16])[c:5](-[c:8]2[n:9][cH:10][cH:11][cH:12][cH:13]2)[nH:6][n:7]1)([F:14])[F:15].